From a dataset of the Open Reaction Database (ORD), a public repository of structured organic reaction records. describe an organic reaction: reactants, conditions, products, and yield Reactants: CCOC(=O)CC1OB(O)c2cc(Oc3cnccn3)cc(C)c21, CO, Cl, [Li+], [OH-], O. Product: Cc1cc(Oc2cnccn2)cc2c1C(CC(=O)O)OB2O. Reaction SMILES: [CH2:1]([CH3:2])[O:3][C:4]([CH2:5][CH:6]1[c:7]2[c:8]([cH:12][c:13]([O:17][c:18]3[n:19][cH:20][cH:21][n:22][cH:23]3)[cH:14][c:15]2[CH3:16])[B:9]([OH:11])[O:10]1)=[O:24].[CH3:28][OH:29].[ClH:27].[Li+:26].[OH-:25].[OH2:30]>>[O:3]=[C:4]([CH2:5][CH:6]1[c:7]2[c:8]([cH:12][c:13]([O:17][c:18]3[n:19][cH:20][cH:21][n:22][cH:23]3)[cH:14][c:15]2[CH3:16])[B:9]([OH:11])[O:10]1)[OH:24]. Starting materials: ClC1=NC=C(C=C1Cl)C(F)(F)F (2,3-dichloro-5-trifluoromethylpyridine), C(=O)(OC(C)(C)C)N1CCNCC1 (1-Boc-piperazine). Product: CC=1C(=NC=C(C1)C(F)(F)F)N1CCNCC1 (1-(3-methyl-5-trifluoromethylpyridin-2-yl)piperazine). Isolated yield 22.5%. Reaction SMILES: Cl[C:2]1[C:7](Cl)=[CH:6][C:5]([C:9]([F:12])([F:11])[F:10])=[CH:4][N:3]=1.[C:13]([N:20]1[CH2:25][CH2:24][NH:23][CH2:22][CH2:21]1)(OC(C)(C)C)=O>>[CH3:2][C:7]1[C:13]([N:20]2[CH2:21][CH2:22][NH:23][CH2:24][CH2:25]2)=[N:3][CH:4]=[C:5]([C:9]([F:12])([F:11])[F:10])[CH:6]=1. Reported procedure: Using 2,3-dichloro-5-trifluoromethylpyridine (25 g) and 1-Boc-piperazine (23.84 g) and by the reaction and treatment in the same manner as in Preparation Example 79, the title compound (6.38 g) was obtained.